From a dataset of the Open Reaction Database (ORD), a public repository of structured organic reaction records. describe an organic reaction: reactants, conditions, products, and yield The reactants are CC(C)(C)OC(=O)N1CCN(c2ccc(N3CCN(CCS(C)(=O)=O)CC3)cn2)c2ccccc21, Cl, C1COCCO1. The product is CS(=O)(=O)CCN1CCN(c2ccc(N3CCNc4ccccc43)nc2)CC1. RXN SMILES: [C:1]([O:2][C:3](=[O:4])[N:8]1[CH2:9][CH2:10][N:11]([c:18]2[n:19][cH:20][c:21]([N:24]3[CH2:25][CH2:26][N:27]([CH2:30][CH2:31][S:32](=[O:33])(=[O:34])[CH3:35])[CH2:28][CH2:29]3)[cH:22][cH:23]2)[c:12]2[cH:13][cH:14][cH:15][cH:16][c:17]21)([CH3:5])([CH3:6])[CH3:7].[ClH:36].[O:37]1[CH2:38][CH2:39][O:40][CH2:41][CH2:42]1>>[NH:8]1[CH2:9][CH2:10][N:11]([c:18]2[n:19][cH:20][c:21]([N:24]3[CH2:25][CH2:26][N:27]([CH2:30][CH2:31][S:32](=[O:33])(=[O:34])[CH3:35])[CH2:28][CH2:29]3)[cH:22][cH:23]2)[c:12]2[cH:13][cH:14][cH:15][cH:16][c:17]21. The reactants are C(\C=C\C)(=O)N (crotonamide), MP-500, C(C1=CC=CC=C1)Cl (benzylchloride). The solvent is CN(C=O)C (N,N-dimethylformamide). Yields the product C(C1=CC=CC=C1)NC(\C=C\C)=O (N-Benzylcrotonamide). Isolated yield 71.0%. RXN SMILES: [C:1]([NH2:6])(=[O:5])/[CH:2]=[CH:3]/[CH3:4].[CH2:7](Cl)[C:8]1[CH:13]=[CH:12][CH:11]=[CH:10][CH:9]=1>CN(C)C=O>[CH2:7]([NH:6][C:1](=[O:5])/[CH:2]=[CH:3]/[CH3:4])[C:8]1[CH:13]=[CH:12][CH:11]=[CH:10][CH:9]=1. Procedure details: To 200 ml of N,N-dimethylformamide, were added 17 g of crotonamide, 105 g of LEVATIT MP-500, which was also used in Example 68, and 32 g of benzylchloride. They were reacted at 50° C. for 4 hours with stirring. After the reaction, the reaction solution was treated in the same manner as in Example 69, the resulting distillation residue was recrystallized from benzine, and 25 of N-benzylcrotonamide having a melting point of 112.5°-113.6° C. was obtained (yield: 71%). Starting materials: C1CCOC1, COc1ccc(C(OCCOCCOCCOCCO)(c2ccccc2)c2ccc(OC)cc2)cc1, O=C1c2ccccc2C(=O)N1O, c1ccc(P(c2ccccc2)c2ccccc2)cc1. Yields the product COc1ccc(C(OCCOCCOCCOCCON2C(=O)c3ccccc3C2=O)(c2ccccc2)c2ccc(OC)cc2)cc1. RXN SMILES: [CH2:68]1[O:69][CH2:70][CH2:71][CH2:72]1.[CH3:32][O:33][c:34]1[cH:35][cH:36][c:37]([C:38]([c:39]2[cH:40][cH:41][c:42]([O:45][CH3:46])[cH:43][cH:44]2)([c:47]2[cH:48][cH:49][cH:50][cH:51][cH:52]2)[O:53][CH2:54][CH2:55][O:56][CH2:57][CH2:58][O:59][CH2:60][CH2:61][O:62][CH2:63][CH2:64][OH:65])[cH:66][cH:67]1.[OH:1][N:2]1[C:3](=[O:12])[c:4]2[c:5]([cH:8][cH:9][cH:10][cH:11]2)[C:6]1=[O:7].[c:13]1([P:14]([c:15]2[cH:16][cH:17][cH:18][cH:19][cH:20]2)[c:21]2[cH:22][cH:23][cH:24][cH:25][cH:26]2)[cH:27][cH:28][cH:29][cH:30][cH:31]1>>[O:1]([N:2]1[C:3](=[O:12])[c:4]2[c:5]([cH:8][cH:9][cH:10][cH:11]2)[C:6]1=[O:7])[CH2:64][CH2:63][O:62][CH2:61][CH2:60][O:59][CH2:58][CH2:57][O:56][CH2:55][CH2:54][O:53][C:38]([c:37]1[cH:36][cH:35][c:34]([O:33][CH3:32])[cH:67][cH:66]1)([c:39]1[cH:40][cH:41][c:42]([O:45][CH3:46])[cH:43][cH:44]1)[c:47]1[cH:48][cH:49][cH:50][cH:51][cH:52]1. The reactants are COc1cc(OCc2ccccc2)ccc1-c1nc2nccnc2[nH]1, CO, [H][H]. The product is COc1cc(O)ccc1-c1nc2nccnc2[nH]1. As a reaction SMILES: [CH3:1][O:2][c:3]1[c:4](-[c:17]2[n:18][c:19]3[c:20]([n:21][cH:22][cH:23][n:24]3)[nH:25]2)[cH:5][cH:6][c:7]([O:9][CH2:10][c:11]2[cH:12][cH:13][cH:14][cH:15][cH:16]2)[cH:8]1.[CH3:28][OH:29].[H:26][H:27]>>[CH3:1][O:2][c:3]1[c:4](-[c:17]2[nH:18][c:19]3[c:20]([n:21][cH:22][cH:23][n:24]3)[n:25]2)[cH:5][cH:6][c:7]([OH:9])[cH:8]1. Reaction conditions: time 4 hour. The reactants are C(C)(C)(C)OC([C@@H](NC(=O)[C@H]1N(C(CC1)C1=C(C=CC=C1)O)C(CCSC(C1=CC=CC=C1)=O)=O)CC1=CC=CC=C1)=O ((2S)-N-[[1-(S-benzoyl-3-mercaptopropanoyl)-5-(2-hydroxyphenyl)-2-pyrrolidinyl]carbonyl]-phenylalanine t-butyl ester), FC(C(=O)O)(F)F (trifluoroacetic acid), C1(=CC=CC=C1)OC (anisole). Reaction SMILES: C([O:5][C:6](=[O:43])[C@H:7]([CH2:36][C:37]1[CH:42]=[CH:41][CH:40]=[CH:39][CH:38]=1)[NH:8][C:9]([C@@H:11]1[CH2:15][CH2:14][CH:13]([C:16]2[CH:21]=[CH:20][CH:19]=[CH:18][C:17]=2[OH:22])[N:12]1[C:23](=[O:35])[CH2:24][CH2:25][S:26][C:27](=[O:34])[C:28]1[CH:33]=[CH:32][CH:31]=[CH:30][CH:29]=1)=[O:10])(C)(C)C.FC(F)(F)C(O)=O.C1(OC)C=CC=CC=1>>[C:27]([S:26][CH2:25][CH2:24][C:23]([N:12]1[CH:13]([C:16]2[CH:21]=[CH:20][CH:19]=[CH:18][C:17]=2[OH:22])[CH2:14][CH2:15][C@H:11]1[C:9]([NH:8][C@H:7]([C:6]([OH:43])=[O:5])[CH2:36][C:37]1[CH:42]=[CH:41][CH:40]=[CH:39][CH:38]=1)=[O:10])=[O:35])(=[O:34])[C:28]1[CH:29]=[CH:30][CH:31]=[CH:32][CH:33]=1. Procedure: The mixture of 0.7 g of (2S)-N-[[1-(S-benzoyl-3-mercaptopropanoyl)-5-(2-hydroxyphenyl)-2-pyrrolidinyl]carbonyl]-phenylalanine t-butyl ester obtained in Example 15, 2.7 g of trifluoroacetic acid and 0.6 g of anisole is stirred at room temperature for 4 hours. After removing trifluoroacetic acid and anisole from it, the reaction mixture is purified by silica gel column chromatography to give 0.5 g (79%) of the titled compound. The yield is 78.8%. Yields the product C(C1=CC=CC=C1)(=O)SCCC(=O)N1[C@@H](CCC1C1=C(C=CC=C1)O)C(=O)N[C@@H](CC1=CC=CC=C1)C(=O)O ((2S)-N-[[1-(S-Benzoyl-3-mercaptopropanoyl)-5-(2-hydroxyphenyl)-2-pyrrolidinyl]carbonyl]phenylalanine). Starting materials: CCCC[N+](CCCC)(CCCC)CCCC, CCCSc1nn(COCC[Si](C)(C)C)c(=O)c(Cl)c1NCc1ccc(OC)c(OC)c1, CN(C)C=O, Cl, [F-]. Product: CCCSc1n[nH]c(=O)c(Cl)c1NCc1ccc(OC)c(OC)c1. RXN SMILES: [CH2:34]([N+:35]([CH2:36][CH2:37][CH2:38][CH3:39])([CH2:40][CH2:41][CH2:42][CH3:43])[CH2:44][CH2:45][CH2:46][CH3:47])[CH2:48][CH2:49][CH3:50].[CH3:1][Si:2]([CH3:3])([CH3:4])[CH2:5][CH2:6][O:31][CH2:32][n:7]1[n:8][c:9]([S:27][CH2:28][CH2:29][CH3:30])[c:10]([NH:15][CH2:16][c:17]2[cH:18][c:19]([O:25][CH3:26])[c:20]([O:23][CH3:24])[cH:21][cH:22]2)[c:11]([Cl:14])[c:12]1=[O:13].[CH3:52][N:53]([CH3:54])[CH:55]=[O:56].[ClH:51].[F-:33]>>[nH:7]1[n:8][c:9]([S:27][CH2:28][CH2:29][CH3:30])[c:10]([NH:15][CH2:16][c:17]2[cH:18][c:19]([O:25][CH3:26])[c:20]([O:23][CH3:24])[cH:21][cH:22]2)[c:11]([Cl:14])[c:12]1=[O:13]. The reactants are CN(C)C=O, CCOC(C)=O, ClCc1ccccc1Cl, [H-], [Na+], O, O=C1c2cc(O)ccc2CCN1Cc1cccnc1. Yields the product O=C1c2cc(OCc3ccccc3Cl)ccc2CCN1Cc1cccnc1. As a reaction SMILES: [CH3:32][N:33]([CH3:34])[CH:35]=[O:36].[CH3:37][CH2:38][O:39][C:40](=[O:41])[CH3:42].[Cl:22][CH2:23][c:24]1[c:25]([Cl:30])[cH:26][cH:27][cH:28][cH:29]1.[H-:1].[Na+:2].[OH2:31].[OH:3][c:4]1[cH:5][cH:6][c:7]2[c:12]([cH:13]1)[C:11](=[O:14])[N:10]([CH2:15][c:16]1[cH:17][n:18][cH:19][cH:20][cH:21]1)[CH2:9][CH2:8]2>>[O:3]([c:4]1[cH:5][cH:6][c:7]2[c:12]([cH:13]1)[C:11](=[O:14])[N:10]([CH2:15][c:16]1[cH:17][n:18][cH:19][cH:20][cH:21]1)[CH2:9][CH2:8]2)[CH2:23][c:24]1[c:25]([Cl:30])[cH:26][cH:27][cH:28][cH:29]1. Starting materials: CC1(C)C(=O)C2(C)CCC1CC2CCO, Cl, O=S(Cl)Cl, c1ccccc1. The product is CC1(C)C(=O)C2(C)CCC1CC2CCCl. Reaction SMILES: [CH3:1][C:2]12[C:3](=[O:15])[C:4]([CH3:13])([CH3:14])[CH:5]([CH2:6][CH:7]1[CH2:8][CH2:9][OH:10])[CH2:11][CH2:12]2.[ClH:20].[S:16]([Cl:17])([Cl:18])=[O:19].[cH:21]1[cH:22][cH:23][cH:24][cH:25][cH:26]1>>[CH3:1][C:2]12[C:3](=[O:15])[C:4]([CH3:13])([CH3:14])[CH:5]([CH2:6][CH:7]1[CH2:8][CH2:9][Cl:18])[CH2:11][CH2:12]2. Reactants: C(C)O[C@@H]1[C@@H](CN(C1)C1=NC=CC=N1)NC1=NC(=C(N=C1CC)C=1C(=NC(=CC1)OC)C)CC (N-[(3R,4S)-4-ethoxy-1-pyrimidin-2-ylpyrrolidin-3-yl]-3,6-diethyl-5-(6-methoxy-2-methylpyridin-3-yl)pyrazin-2-amine), BrC=1SC=CN1 (2-bromo-1,3-thiazole), CN(C1=CC(=C(C=N1)C=1N=C(C(=NC1CC)N[C@@H]1CNC[C@@H]1OCC)CC)C)C (5-[6-(dimethylamino)-4-methylpyridin-3-yl]-N-[(3R,4S)-4-ethoxypyrrolidin-3-yl]-3,6-diethylpyrazin-2-amine). Product: CN(C1=CC(=C(C=N1)C=1N=C(C(=NC1CC)N[C@@H]1CN(C[C@@H]1OCC)C=1SC=CN1)CC)C)C (5-[6-(dimethylamino)-4-methylpyridin-3-yl]-N-[(3R,4S)-4-ethoxy-1-(1,3-thiazol-2-yl)pyrrolidin-3-yl]-3,6-diethylpyrazin-2-amine). Reaction SMILES: C(O[C@H]1CN(C2N=CC=CN=2)C[C@H]1NC1C(CC)=NC(C2C(C)=NC(OC)=CC=2)=C(CC)N=1)C.Br[C:36]1[S:37][CH:38]=[CH:39][N:40]=1.[CH3:41][N:42]([CH3:69])[C:43]1[N:48]=[CH:47][C:46]([C:49]2[N:50]=[C:51]([CH2:66][CH3:67])[C:52]([NH:57][C@H:58]3[C@@H:62]([O:63][CH2:64][CH3:65])[CH2:61][NH:60][CH2:59]3)=[N:53][C:54]=2[CH2:55][CH3:56])=[C:45]([CH3:68])[CH:44]=1>>[CH3:69][N:42]([CH3:41])[C:43]1[N:48]=[CH:47][C:46]([C:49]2[N:50]=[C:51]([CH2:66][CH3:67])[C:52]([NH:57][C@H:58]3[C@@H:62]([O:63][CH2:64][CH3:65])[CH2:61][N:60]([C:36]4[S:37][CH:38]=[CH:39][N:40]=4)[CH2:59]3)=[N:53][C:54]=2[CH2:55][CH3:56])=[C:45]([CH3:68])[CH:44]=1. Procedure: Following the procedure for the preparation of N-[(3R,4S)-4-ethoxy-1-pyrimidin-2-ylpyrrolidin-3-yl]-3,6-diethyl-5-(6-methoxy-2-methylpyridin-3-yl)pyrazin-2-amine but substituting 2-bromo-1,3-thiazole and 5-[6-(dimethylamino)-4-methylpyridin-3-yl]-N-[(3R,4S)-4-ethoxypyrrolidin-3-yl]-3,6-diethylpyrazin-2-amine provided the title compound as an amporphous solid: 1H NMR (400 MHz, CDCl3) δ) 7.99, 7.23, 6.53, 6.46, 5.20, 4.92, 4.29, 4.02, 3.78, 3.58, 3.42, 3.13, 2.71, 2.53, 2.12, 1.33–1.27, 1.16; IR (...